The task is: describe an organic reaction: reactants, conditions, products, and yield. This data is from the Open Reaction Database (ORD), a public repository of structured organic reaction records. Starting materials: CC#N, O=C[O-], [NH4+], C=CCOc1cc(C)cc(OC2OC(COC(=O)OC)C(O)C(O)C2O)c1C(=O)CCc1ccc2occc2c1. Product: COC(=O)OCC1OC(Oc2cc(C)cc(O)c2C(=O)CCc2ccc3occc3c2)C(O)C(O)C1O. Reaction SMILES: [CH3:45][C:46]#[N:47].[CH:41]([O-:42])=[O:43].[NH4+:44].[o:1]1[c:2]2[c:3]([cH:4][cH:5]1)[cH:6][c:7]([CH2:10][CH2:11][C:12](=[O:13])[c:14]1[c:15]([O:25][CH:26]3[CH:27]([OH:28])[CH:29]([OH:30])[CH:31]([OH:32])[CH:33]([CH2:35][O:36][C:37](=[O:38])[O:39][CH3:40])[O:34]3)[cH:16][c:17]([CH3:24])[cH:18][c:19]1[O:20][CH2:21][CH:22]=[CH2:23])[cH:8][cH:9]2>>[o:1]1[c:2]2[c:3]([cH:4][cH:5]1)[cH:6][c:7]([CH2:10][CH2:11][C:12](=[O:13])[c:14]1[c:15]([O:25][CH:26]3[CH:27]([OH:28])[CH:29]([OH:30])[CH:31]([OH:32])[CH:33]([CH2:35][O:36][C:37](=[O:38])[O:39][CH3:40])[O:34]3)[cH:16][c:17]([CH3:24])[cH:18][c:19]1[OH:20])[cH:8][cH:9]2. Reactants: O=C([O-])[O-], CCCCCC, CS(C)=O, [K+], [K+], NCCc1ccccc1, O, ClCCCOc1ccc2ccccc2c1, c1ccccc1. Product: c1ccc(CCNCCCOc2ccc3ccccc3c2)cc1. RXN SMILES: [C:1](=[O:2])([O-:3])[O-:4].[CH3:31][CH2:32][CH2:33][CH2:34][CH2:35][CH3:36].[CH3:43][S:44]([CH3:45])=[O:46].[K+:5].[K+:6].[NH2:7][CH2:8][CH2:9][c:10]1[cH:11][cH:12][cH:13][cH:14][cH:15]1.[OH2:47].[cH:16]1[c:17]([O:26][CH2:27][CH2:28][CH2:29][Cl:30])[cH:18][cH:19][c:20]2[cH:21][cH:22][cH:23][cH:24][c:25]12.[cH:37]1[cH:38][cH:39][cH:40][cH:41][cH:42]1>>[NH:7]([CH2:8][CH2:9][c:10]1[cH:11][cH:12][cH:13][cH:14][cH:15]1)[CH2:29][CH2:28][CH2:27][O:26][c:17]1[cH:16][c:25]2[c:20]([cH:19][cH:18]1)[cH:21][cH:22][cH:23][cH:24]2. Reactants: ClC(C(=O)OC)(F)F (Methyl chlorodifluoroacetate), BrC=1C=C2C=CC=C(C2=CC1)O (6-bromonaphthol), C([O-])([O-])=O.[K+].[K+] (potassium carbonate). Solvent: CN(C)C=O (DMF). Product: BrC=1C=C2C=CC(=CC2=CC1)OC(F)F (6-Bromo-2-difluoromethoxynaphthalene). Yield: 38.0%. RXN SMILES: Cl[C:2]([F:8])([F:7])C(OC)=O.[Br:9][C:10]1[CH:11]=[C:12]2[C:17](=[CH:18][CH:19]=1)[C:16](O)=[CH:15][CH:14]=[CH:13]2.C(=O)([O-])[O-:22].[K+].[K+]>CN(C=O)C>[Br:9][C:10]1[CH:11]=[C:12]2[C:17](=[CH:18][CH:19]=1)[CH:16]=[C:15]([O:22][CH:2]([F:8])[F:7])[CH:14]=[CH:13]2 |f:2.3.4|. Procedure details: Methyl chlorodifluoroacetate (5.3 mL) was added dropwise to 6-bromonaphthol (10.25 g; 45.9 mmol) and potassium carbonate (7.61g; 55.1 mmol) at 90 C in 160 mL of DMF for 6 h. Purification by gel silica chromatography (3% EtOAc in hexane) gave 4.80 g (38%) of the title compound. Starting materials: O=C([O-])[O-], CN(C)C=O, Cn1c(=O)cnn(-c2cc(O)c(Cl)cc2F)c1=O, O=[N+]([O-])c1ccc(F)cc1, [K+], [K+]. Yields the product Cn1c(=O)cnn(-c2cc(Oc3ccc([N+](=O)[O-])cc3)c(Cl)cc2F)c1=O. RXN SMILES: [C:19](=[O:20])([O-:21])[O-:22].[CH3:35][N:36]([CH3:37])[CH:38]=[O:39].[Cl:1][c:2]1[cH:3][c:4]([F:18])[c:5](-[n:9]2[n:10][cH:11][c:12](=[O:17])[n:13]([CH3:16])[c:14]2=[O:15])[cH:6][c:7]1[OH:8].[F:25][c:26]1[cH:27][cH:28][c:29]([N+:32](=[O:33])[O-:34])[cH:30][cH:31]1.[K+:23].[K+:24]>>[Cl:1][c:2]1[cH:3][c:4]([F:18])[c:5](-[n:9]2[n:10][cH:11][c:12](=[O:17])[n:13]([CH3:16])[c:14]2=[O:15])[cH:6][c:7]1[O:8][c:26]1[cH:27][cH:28][c:29]([N+:32](=[O:33])[O-:34])[cH:30][cH:31]1. Starting materials: BrC1=C(C=C(C=C1)[N+](=O)[O-])OC (1-bromo-2-methoxy4-nitrobenzene), CC=1C=C(C=CC1)B(O)O (3-methylphenylboronic acid). The reagents and catalysts are C(C)(=O)[O-].[Pd+2].C(C)(=O)[O-] (palladium acetate). Yields the product COC1=C(C=CC(=C1)[N+](=O)[O-])C1=CC(=CC=C1)C (2-Methoxy-4-nitro-3′-methylbiphenyl). Reaction SMILES: Br[C:2]1[CH:7]=[CH:6][C:5]([N+:8]([O-:10])=[O:9])=[CH:4][C:3]=1[O:11][CH3:12].[CH3:13][C:14]1[CH:15]=[C:16](B(O)O)[CH:17]=[CH:18][CH:19]=1>C([O-])(=O)C.[Pd+2].C([O-])(=O)C>[CH3:12][O:11][C:3]1[CH:4]=[C:5]([N+:8]([O-:10])=[O:9])[CH:6]=[CH:7][C:2]=1[C:18]1[CH:17]=[CH:16][CH:15]=[C:14]([CH3:13])[CH:19]=1 |f:2.3.4|. Procedure: The title compound was prepared by reaction of 1-bromo-2-methoxy4-nitrobenzene with 3-methylphenylboronic acid in the presence of palladium acetate. The reactants are [C@@H]12[C@@H](C[C@@H](CC1)C2)OC2=NC=C(C(=N2)C(F)(F)F)C(=O)O (rac-2-[(1R,2R,4S)-bicyclo[2.2.1]hept-2-yloxy]-4-(trifluoromethyl)pyrimidine-5-carboxylic acid), Cl.C(C)N=C=NCCCN(C)C (1-ethyl-(3-dimethylaminopropyl)carbodiimide hydrochloride), ON1N=NC2=C1C=CC=C2 (1-hydroxybenzotriazole), N1CCS(CC1)(=O)=O (thiomorpholine 1,1-dioxide). Run in CN(C=O)C (N,N-dimethylformamide). Run at time 30 minute. Yields the product [C@@H]12[C@@H](C[C@@H](CC1)C2)OC2=NC=C(C(=N2)C(F)(F)F)C(=O)N2CCS(CC2)(=O)=O (rac-4-({2-[(1R,2R,4S)-bicyclo[2.2.1]hept-2-yloxy]-4-(trifluoromethyl)pyrimidin-5-yl}carbonyl)thiomorpholine 1,1-dioxide). Yield: 59.0%. Reaction SMILES: [C@H:1]12[CH2:7][C@H:4]([CH2:5][CH2:6]1)[CH2:3][C@H:2]2[O:8][C:9]1[N:14]=[C:13]([C:15]([F:18])([F:17])[F:16])[C:12]([C:19](O)=[O:20])=[CH:11][N:10]=1.Cl.C(N=C=NCCCN(C)C)C.ON1C2C=CC=CC=2N=N1.[NH:44]1[CH2:49][CH2:48][S:47](=[O:51])(=[O:50])[CH2:46][CH2:45]1>CN(C)C=O>[C@H:1]12[CH2:7][C@H:4]([CH2:5][CH2:6]1)[CH2:3][C@H:2]2[O:8][C:9]1[N:14]=[C:13]([C:15]([F:18])([F:16])[F:17])[C:12]([C:19]([N:44]2[CH2:49][CH2:48][S:47](=[O:51])(=[O:50])[CH2:46][CH2:45]2)=[O:20])=[CH:11][N:10]=1 |f:1.2|. Reported procedure: To a solution of rac-2-[(1R,2R,4S)-bicyclo[2.2.1]hept-2-yloxy]-4-(trifluoromethyl)pyrimidine-5-carboxylic acid (55 mg) in N,N-dimethylformamide (5 mL) were added 1-ethyl-(3-dimethylaminopropyl)carbodiimide hydrochloride (70 mg) and 1-hydroxybenzotriazole (49 mg), followed by stirring at room temperature for 30 minutes. To the reaction mixture was added thiomorpholine 1,1-dioxide (49 mg), followed by stirring at room temperature for 15 hours. The reaction mixture was concentrated under reduced pr... Reactants: CC(C)C(CN=[N+]=[N-])CC(NC(=O)OC(C)(C)C)C(CC(O[SiH](C)C)(C(=O)NCC(C)(C)C(N)=O)C(C)C)C(C)(C)C, CCOC(C)=O. Yields the product CC(C)C(CN)CC(NC(=O)OC(C)(C)C)C(CC(O[SiH](C)C)(C(=O)NCC(C)(C)C(N)=O)C(C)C)C(C)(C)C. RXN SMILES: [C:1]([NH2:2])(=[O:3])[C:4]([CH2:5][NH:6][C:7]([C:8]([CH2:9][CH:10]([CH:11]([CH2:12][CH:13]([CH:14]([CH3:15])[CH3:16])[CH2:17][N:18]=[N+:19]=[N-:20])[NH:21][C:22](=[O:23])[O:24][C:25]([CH3:26])([CH3:27])[CH3:28])[C:29]([CH3:30])([CH3:31])[CH3:32])([CH:33]([CH3:34])[CH3:35])[O:36][SiH:37]([CH3:38])[CH3:39])=[O:40])([CH3:41])[CH3:42].[CH3:43][CH2:44][O:45][C:46](=[O:47])[CH3:48]>>[C:1]([NH2:2])(=[O:3])[C:4]([CH2:5][NH:6][C:7]([C:8]([CH2:9][CH:10]([CH:11]([CH2:12][CH:13]([CH:14]([CH3:15])[CH3:16])[CH2:17][NH2:18])[NH:21][C:22](=[O:23])[O:24][C:25]([CH3:26])([CH3:27])[CH3:28])[C:29]([CH3:30])([CH3:31])[CH3:32])([CH:33]([CH3:34])[CH3:35])[O:36][SiH:37]([CH3:38])[CH3:39])=[O:40])([CH3:41])[CH3:42]. Reactants: COC(=O)CBr, CC#N, CCN(C(C)C)C(C)C, FC(F)(F)c1cc(COC2OCCNC2c2ccccc2)cc(C(F)(F)F)c1. Yields the product COC(=O)CN1CCOC(OCc2cc(C(F)(F)F)cc(C(F)(F)F)c2)C1c1ccccc1. As a reaction SMILES: [Br:38][CH2:39][C:40](=[O:41])[O:42][CH3:43].[CH3:44][C:45]#[N:46].[CH:29]([N:30]([CH2:31][CH3:32])[CH:33]([CH3:34])[CH3:35])([CH3:36])[CH3:37].[F:1][C:2]([c:3]1[cH:4][c:5]([CH2:6][O:7][CH:8]2[O:9][CH2:10][CH2:11][NH:12][CH:13]2[c:14]2[cH:15][cH:16][cH:17][cH:18][cH:19]2)[cH:20][c:21]([C:23]([F:24])([F:25])[F:26])[cH:22]1)([F:27])[F:28]>>[F:1][C:2]([c:3]1[cH:4][c:5]([CH2:6][O:7][CH:8]2[O:9][CH2:10][CH2:11][N:12]([CH2:39][C:40](=[O:41])[O:42][CH3:43])[CH:13]2[c:14]2[cH:15][cH:16][cH:17][cH:18][cH:19]2)[cH:20][c:21]([C:23]([F:24])([F:25])[F:26])[cH:22]1)([F:27])[F:28]. The reactants are NC1=NC(=CC(=N1)N1CCC2(C[C@H](N(C2)C(=O)OCC2=CC=CC=C2)C(=O)O)CC1)O[C@@H](C(F)(F)F)C1=C(C=CC(=C1)Br)N1N=C(C=C1)C ((S)-8-(2-amino-6-((R)-1-(5-bromo-2-(3-methyl-1H-pyrazol-1-yl)phenyl)-2,2,2-trifluoroethoxy)pyrimidin-4-yl)-2-((benzyloxy)carbonyl)-2,8-diazaspiro[4.5]decane-3-carboxylic acid), product, KHCO3. Reagents/catalysts: Cl[Pd]([P](C1=CC=CC=C1)(C2=CC=CC=C2)C3=CC=CC=C3)([P](C4=CC=CC=C4)(C5=CC=CC=C5)C6=CC=CC=C6)Cl (Pd(PPh3)2Cl2). The solvent is C(C)O (ethanol). Conditions: temperature 80 celsius. Product: NC1=NC(=CC(=N1)N1CCC2(C[C@H](N(C2)C(=O)OCC2=CC=CC=C2)C(=O)O)CC1)O[C@@H](C(F)(F)F)C1=C(C=CC(=C1)C(=O)OCC)N1N=C(C=C1)C ((S)-8-(2-amino-6-((R)-1-(5-(ethoxycarbonyl)-2-(3-methyl-1H-pyrazol-1-yl)phenyl)-2,2,2-trifluoroethoxy)pyrimidin-4-yl)-2-((benzyloxy)carbonyl)-2,8-diazaspiro[4.5]decane-3-carboxylic acid). As a reaction SMILES: [NH2:1][C:2]1[N:7]=[C:6]([N:8]2[CH2:30][CH2:29][C:11]3([CH2:15][N:14]([C:16]([O:18][CH2:19][C:20]4[CH:25]=[CH:24][CH:23]=[CH:22][CH:21]=4)=[O:17])[C@H:13]([C:26]([OH:28])=[O:27])[CH2:12]3)[CH2:10][CH2:9]2)[CH:5]=[C:4]([O:31][C@H:32]([C:37]2[CH:42]=[C:41](Br)[CH:40]=[CH:39][C:38]=2[N:44]2[CH:48]=[CH:47][C:46]([CH3:49])=[N:45]2)[C:33]([F:36])([F:35])[F:34])[N:3]=1>C(O)C.Cl[Pd](Cl)([P](C1C=CC=CC=1)(C1C=CC=CC=1)C1C=CC=CC=1)[P](C1C=CC=CC=1)(C1C=CC=CC=1)C1C=CC=CC=1>[NH2:1][C:2]1[N:7]=[C:6]([N:8]2[CH2:30][CH2:29][C:11]3([CH2:15][N:14]([C:16]([O:18][CH2:19][C:20]4[CH:25]=[CH:24][CH:23]=[CH:22][CH:21]=4)=[O:17])[C@H:13]([C:26]([OH:28])=[O:27])[CH2:12]3)[CH2:10][CH2:9]2)[CH:5]=[C:4]([O:31][C@H:32]([C:37]2[CH:42]=[C:41]([C:16]([O:18][CH2:19][CH3:20])=[O:17])[CH:40]=[CH:39][C:38]=2[N:44]2[CH:48]=[CH:47][C:46]([CH3:49])=[N:45]2)[C:33]([F:36])([F:35])[F:34])[N:3]=1 |^1:55,74|. Procedure details: To a solution of (S)-8-(2-amino-6-((R)-1-(5-bromo-2-(3-methyl-1H-pyrazol-1-yl)phenyl)-2,2,2-trifluoroethoxy)pyrimidin-4-yl)-2-((benzyloxy)carbonyl)-2,8-diazaspiro[4.5]decane-3-carboxylic acid (product of Step 3, Example 10m) (180 mg, 0.24 mmol) in ethanol (2 mL) was added Pd(PPh3)2Cl2 (34 mg, 0.048 mmol), KHCO3 (242 mg, 2.4 mmol). A balloon of CO was fitted and the reaction mixture was heated to 80° C. for 20 h, then cooled to RT. The reaction was quenched with water, and extracted with EtOAc. T... Run at temperature -6 celsius. Procedure: A mixture of TMSCI (0.846 mL) and sodium iodide (992 mg) in acetonitrile (12 ml) was added dropwise to a stirred suspension of Intermediate 4 (670 mg) in acetonitrile, cooled to −6° C. and keeping the temperature under 0° C. The RM was stirred at −6° C. and gradually warmed up to room temp overnight. The reaction mixture was partitioned between EtOAc (50 ml) and sat NaHCO3 aq. sol.: water (1:1, 50 ml). The two phases were separated and the aqueous phase was extracted again with EtOAc (50 ml). Th... Run in C(C)#N (acetonitrile), C(C)#N (acetonitrile). Product: ClC1=CC=C(C=C1)CN1C(=NC2=C1C(CCCC2)CC(=O)OCC)C(C)C (Ethyl [3-[(4-chlorophenyl)methyl]-2-(1-methylethyl)-3,4,5,6,7,8-hexahydrocyclohepta[d]imidazol-4-yl]acetate). Yield: 14.6%. As a reaction SMILES: [I-].[Na+].[Cl:3][C:4]1[CH:9]=[CH:8][C:7]([CH2:10][N:11]2[C:15]3[C:16]([CH2:22][C:23]([O:25][CH2:26][CH3:27])=[O:24])(O)[CH2:17][CH2:18][CH2:19][CH2:20][C:14]=3[N:13]=[C:12]2[CH:28]([CH3:30])[CH3:29])=[CH:6][CH:5]=1>C(#N)C>[Cl:3][C:4]1[CH:5]=[CH:6][C:7]([CH2:10][N:11]2[C:15]3[CH:16]([CH2:22][C:23]([O:25][CH2:26][CH3:27])=[O:24])[CH2:17][CH2:18][CH2:19][CH2:20][C:14]=3[N:13]=[C:12]2[CH:28]([CH3:29])[CH3:30])=[CH:8][CH:9]=1 |f:0.1|. Reactants: [I-].[Na+] (sodium iodide), ClC1=CC=C(C=C1)CN1C(=NC2=C1C(CCCC2)(O)CC(=O)OCC)C(C)C (Ethyl [3-[(4-chlorophenyl)methyl]-4-hydroxy-2-(1-methylethyl)-3,4,5,6,7,8-hexahydrocyclohepta[d]imidazol-4-yl]acetate).